This data is from the Open Reaction Database (ORD), a public repository of structured organic reaction records. The task is: describe an organic reaction: reactants, conditions, products, and yield The reactants are 3S/R, 4S/R, C1=CC=CC=2C3=CC=CC=C3N(C12)C(C[C@H](C(=O)O)CCC)=O ((2R)-2-(2-carbazol-9-yl-2-oxo-ethyl)-pentanoic acid), C(C)(C)(C)OC(CC(C(CF)O)NC(C(CCC)CC(=O)N1C2=CC=CC=C2C=2C=CC=CC12)=O)=O (3-[2-(2-carbazol-9-yl-2-oxo-ethyl)-pentanoylamino]-5-fluoro-4-hydroxy-pentanoic acid tert-butyl ester), CC(=O)OI1(C2=CC=CC=C2C(=O)O1)(OC(=O)C)OC(=O)C (1,1,1-triacetoxy-1,1-dihydro-1,2-benziodoxol-3(1H)-one). Solvent: C(Cl)Cl (DCM), C(Cl)Cl (DCM). Reaction conditions: time 3 hour. Yields the product C(C)(C)(C)OC(CC(C(CF)=O)NC(C(CCC)CC(=O)N1C2=CC=CC=C2C=2C=CC=CC12)=O)=O (3-[2-(2-carbazol-9-yl-2-oxo-ethyl)-pentanoylamino]-5-fluoro-4-oxo-pentanoic acid tert-butyl ester), solid. Isolated yield 57.0%. As a reaction SMILES: C1C2N(C(=O)C[C@@H](CCC)C(O)=O)C3C(=CC=CC=3)C=2C=CC=1.[C:24]([O:28][C:29](=[O:59])[CH2:30][CH:31]([NH:36][C:37](=[O:58])[CH:38]([CH2:42][C:43]([N:45]1[C:57]2[CH:56]=[CH:55][CH:54]=[CH:53][C:52]=2[C:51]2[C:46]1=[CH:47][CH:48]=[CH:49][CH:50]=2)=[O:44])[CH2:39][CH2:40][CH3:41])[CH:32]([OH:35])[CH2:33][F:34])([CH3:27])([CH3:26])[CH3:25].CC(OI1(OC(C)=O)(OC(C)=O)OC(=O)C2C1=CC=CC=2)=O>C(Cl)Cl>[C:24]([O:28][C:29](=[O:59])[CH2:30][CH:31]([NH:36][C:37](=[O:58])[CH:38]([CH2:42][C:43]([N:45]1[C:57]2[CH:56]=[CH:55][CH:54]=[CH:53][C:52]=2[C:51]2[C:46]1=[CH:47][CH:48]=[CH:49][CH:50]=2)=[O:44])[CH2:39][CH2:40][CH3:41])[C:32](=[O:35])[CH2:33][F:34])([CH3:25])([CH3:26])[CH3:27]. Procedure details: A stirred solution of [3S/R, 4S/R, (2R)]-3-[2-(2-carbazol-9-yl-2-oxo-ethyl)-pentanoylamino]-5-fluoro-4-hydroxy-pentanoic acid tert-butyl ester (2.51 g, 5.03 mmol) in anhydrous DCM (60 ml) was treated with 1,1,1-triacetoxy-1,1-dihydro-1,2-benziodoxol-3(1H)-one (2.35 g, 5.53 mmol) at 0° C. The resulting mixture was kept at 0° C. for 3 h, diluted with DCM, and then washed sequentially with saturated aqueous sodium thiosulphate, NaHCO3 solution and brine. The organics were dried (Na2SO4) and concent... Reactants: C(C)(=O)O (acetic acid), [BH4-].[Na+] (sodium borohydride), FC([C@@H]1[C@@H]2[C@H]3CCC(C=C3CC[C@H]2[C@@H]2CCC([C@@]2(C)C1)=O)=O)F (11β-difluoromethylestr-4-ene-3,17-dione), [BH4-] (borohydride). Run in O (water), C1CCOC1 (THF). Yields the product FC([C@@H]1[C@@H]2[C@H]3CCC(C=C3CC[C@H]2[C@@H]2CC[C@@H]([C@@]2(C)C1)O)=O)F (11β-Difluoromethyl-17β-hydroxyestr-4-en-3-one). Reaction SMILES: [BH4-].[Na+].[F:3][CH:4]([F:25])[C@H:5]1[CH2:22][C@@:20]2([CH3:21])[C@@H:16]([CH2:17][CH2:18][C:19]2=[O:23])[C@H:15]2[C@H:6]1[C@@H:7]1[C:12]([CH2:13][CH2:14]2)=[CH:11][C:10](=[O:24])[CH2:9][CH2:8]1.[BH4-].C(O)(=O)C>C1COCC1.O>[F:3][CH:4]([F:25])[C@H:5]1[CH2:22][C@@:20]2([CH3:21])[C@@H:16]([CH2:17][CH2:18][C@@H:19]2[OH:23])[C@H:15]2[C@H:6]1[C@@H:7]1[C:12]([CH2:13][CH2:14]2)=[CH:11][C:10](=[O:24])[CH2:9][CH2:8]1 |f:0.1|. Procedure details: A sodium borohydride solution (100 mg in 50 ml absolute ethanol, 4 ml) is added to a solution of 11β-difluoromethyl-estr-4-ene-3,17-dione (II, Example 2, 20 mg) in THF (4 ml) with cooling. After 1 hr another 1 ml of the borohydride solution is added. After 15 minutes acetic acid in water (5%, 10 ml) is added. Most of the solvent is removed under reduced pressure and the product extracted with diethyl ether. The product is chromatographed thru silica gel eluting with ethyl acetate/hexane (60/40).... Starting materials: FC(C(=O)O)(F)F (trifluroacetic acid), NC1=NNC2=C1C(=NC(=C2)NC(=O)N[C@H](C)C2=CC=CC=C2)C ((R) -1-(3-amino-4-methyl-1H-pyrazolo[4,3-c]pyridin-6-yl)-3-(1-phenylethyl)urea), S(=O)(=O)([O-])[O-].[Mg+2] (magnesium sulfate), C(#N)[BH3-].[Na+] (Sodium cyanoborohydride), S(=O)(=O)([O-])[O-].[Mg+2] (magnesium sulfate). Solvent: CO (methanol), C(Cl)(Cl)Cl (chloroform), O (water). Run at time 1 hour. Product: C(C)NC1=NNC2=C1C(=NC(=C2)NC(=O)N[C@H](C)C2=CC=CC=C2)C ((R)-1-(3-(ethylamino)-4-methyl-1H-pyrazolo[4,3-c]pyridin-6-yl)-3-(1-phenylethyl)urea). Isolated yield 40.2%. RXN SMILES: [NH2:1][C:2]1[C:6]2[C:7]([CH3:23])=[N:8][C:9]([NH:11][C:12]([NH:14][C@@H:15]([C:17]3[CH:22]=[CH:21][CH:20]=[CH:19][CH:18]=3)[CH3:16])=[O:13])=[CH:10][C:5]=2[NH:4][N:3]=1.S([O-])([O-])(=O)=O.[Mg+2].F[C:31](F)(F)[C:32](O)=O.C([BH3-])#N.[Na+]>O.CO.C(Cl)(Cl)Cl>[CH2:31]([NH:1][C:2]1[C:6]2[C:7]([CH3:23])=[N:8][C:9]([NH:11][C:12]([NH:14][C@@H:15]([C:17]3[CH:22]=[CH:21][CH:20]=[CH:19][CH:18]=3)[CH3:16])=[O:13])=[CH:10][C:5]=2[NH:4][N:3]=1)[CH3:32] |f:1.2,4.5|. Procedure: A conical vial was charged with (R) -1-(3-amino-4-methyl-1H-pyrazolo[4,3-c]pyridin-6-yl)-3-(1-phenylethyl)urea (32 mg, 0.103 mmol) and magnesium sulfate (37.2 mg, 0.309 mmol). chloroform (666 μl), methanol (333 μl), magnesium sulfate (37.2 mg, 0.309 mmol) and trifluroacetic acid (23.83 μl, 0.309 mmol) were injected and the reaction was stirred at ambient temperature for 1 hour. Sodium cyanoborohydride (19.44 mg, 0.309 mmol) was then added and stirring was continued for one hour. The reaction was... Procedure details: From 2,3-dichlorobenzoic acid and (3-(2-methylpyrimidin-5-yl)tetrahydrofuran-3-yl)methanamine. LCMS (MH+): m/z=366.0, tR (minutes, Method E)=0.45 Reaction SMILES: [Cl:1][C:2]1[C:10]([Cl:11])=[CH:9][CH:8]=[CH:7][C:3]=1[C:4]([OH:6])=O.[CH3:12][C:13]1[N:18]=[CH:17][C:16]([C:19]2([CH2:24][NH2:25])[CH2:23][CH2:22][O:21][CH2:20]2)=[CH:15][N:14]=1>>[Cl:1][C:2]1[C:10]([Cl:11])=[CH:9][CH:8]=[CH:7][C:3]=1[C:4]([NH:25][CH2:24][C:19]1([C:16]2[CH:17]=[N:18][C:13]([CH3:12])=[N:14][CH:15]=2)[CH2:23][CH2:22][O:21][CH2:20]1)=[O:6]. The reactants are ClC1=C(C(=O)O)C=CC=C1Cl (2,3-dichlorobenzoic acid), CC1=NC=C(C=N1)C1(COCC1)CN ((3-(2-methylpyrimidin-5-yl)tetrahydrofuran-3-yl)methanamine). Yields the product ClC1=C(C(=O)NCC2(COCC2)C=2C=NC(=NC2)C)C=CC=C1Cl (2,3-dichloro-N-((3-(2-methylpyrimidin-5-yl)tetrahydrofuran-3-yl)methyl)benzamide). The reactants are FC=1C=CC=C2C(=CC(=NC12)Cl)C(=O)O (8-Fluoro-2-chloroquinoline-4-carboxylic acid), C(C(=O)Cl)(=O)Cl (oxalyl chloride), ClCCl (dichloromethane). The reagents and catalysts are CN(C=O)C (dimethylformamide). Reaction conditions: time 2 hour. Product: COC(=O)C1=CC(=NC2=C(C=CC=C12)F)OC (8-Fluoro-2-methoxyquinoline-4-carboxylic Acid Methyl Ester). RXN SMILES: [F:1][C:2]1[CH:3]=[CH:4][CH:5]=[C:6]2[C:11]=1[N:10]=[C:9](Cl)[CH:8]=[C:7]2[C:13]([OH:15])=[O:14].C(Cl)(=O)[C:17](Cl)=[O:18].Cl[CH2:23]Cl>CN(C)C=O>[CH3:23][O:15][C:13]([C:7]1[C:6]2[C:11](=[C:2]([F:1])[CH:3]=[CH:4][CH:5]=2)[N:10]=[C:9]([O:18][CH3:17])[CH:8]=1)=[O:14]. Procedure details: 8-Fluoro-2-chloroquinoline-4-carboxylic acid (0.986 g) suspended in dichloromethane (50 ml) was treated with dimethylformamide (3 drops) and oxalyl chloride (0.76 ml) and the mixture stirred for 2 h. Solvent was removed at reduced pressure. The residue was dissolved in methanol (50 ml) containing sodium methoxide (0.54 g) and stirred for 16 h. The solvent was removed at reduced pressure and the residue triturated with water. The precipitate was collected by filtration and column chromatographed ... Starting materials: OC(CO[C@@H]1CC[C@H](CC1)N1C=2N(C(=C(C1=O)CC1=CC=C(C=C1)C=1C(=CC=CC1)C#N)CCC)N=CN2)C=C (4′-[(4-{trans-4-[(2-hydroxybut-3-en-1-yl)oxy]cyclohexyl}-5-oxo-7-propyl-4,5-dihydro[1,2,4]triazolo[1,5-a]pyrimidin-6-yl)methyl]biphenyl-2-carbonitrile), N1=C(C=CC=C1C)C (2,6-lutidine), FC(S(=O)(=O)O[Si](C)(C)C(C)(C)C)(F)F (tert-butyl(dimethyl)silyl trifluoromethanesulfonate), Cl (hydrochloric acid), I(=O)(=O)(=O)[O-].[Na+] (sodium periodate). The reagents and catalysts are [Os](=O)(=O)(=O)=O (osmium tetraoxide). Run in O1CCCC1 (tetrahydrofuran), O (water), C(C)#N (acetonitrile), CC(=O)C (acetone). Run at time 24 hour. Product: [Si](C)(C)(C(C)(C)C)OC(CO[C@@H]1CC[C@H](CC1)N1C=2N(C(=C(C1=O)CC1=CC=C(C=C1)C=1C(=CC=CC1)C#N)CCC)N=CN2)C=O (4′-({4-[trans-4-(2-{[tert-butyl(dimethyl)silyl]oxy}-3-oxopropoxy)cyclohexyl]-5-oxo-7-propyl-4,5-dihydro[1,2,4]triazolo[1,5-a]pyrimidin-6-yl}methyl)biphenyl-2-carbonitrile). Yield: 83.0%. As a reaction SMILES: OC(C=C)C[O:4][C@H:5]1[CH2:10][CH2:9][C@H:8]([N:11]2[C:16](=[O:17])[C:15]([CH2:18][C:19]3[CH:24]=[CH:23][C:22]([C:25]4[C:26]([C:31]#[N:32])=[CH:27][CH:28]=[CH:29][CH:30]=4)=[CH:21][CH:20]=3)=[C:14]([CH2:33][CH2:34][CH3:35])[N:13]3[N:36]=[CH:37][N:38]=[C:12]23)[CH2:7][CH2:6]1.N1C(C)=CC=[CH:43][C:42]=1[CH3:48].FC(F)(F)S([O:54][Si:55]([C:58]([CH3:61])([CH3:60])[CH3:59])([CH3:57])[CH3:56])(=O)=O.Cl.I([O-])(=O)(=O)=[O:66].[Na+]>[Os](=O)(=O)(=O)=O.O.C(#N)C.CC(C)=O.O1CCCC1>[Si:55]([O:54][CH:42]([CH:43]=[O:66])[CH2:48][O:4][C@H:5]1[CH2:6][CH2:7][C@H:8]([N:11]2[C:16](=[O:17])[C:15]([CH2:18][C:19]3[CH:20]=[CH:21][C:22]([C:25]4[C:26]([C:31]#[N:32])=[CH:27][CH:28]=[CH:29][CH:30]=4)=[CH:23][CH:24]=3)=[C:14]([CH2:33][CH2:34][CH3:35])[N:13]3[N:36]=[CH:37][N:38]=[C:12]23)[CH2:9][CH2:10]1)([C:58]([CH3:61])([CH3:60])[CH3:59])([CH3:57])[CH3:56] |f:4.5|. Procedure details: A mixture of 4′-[(4-{trans-4-[(2-hydroxybut-3-en-1-yl)oxy]cyclohexyl}-5-oxo-7-propyl-4,5-dihydro[1,2,4]triazolo[1,5-a]pyrimidin-6-yl)methyl]biphenyl-2-carbonitrile (0.43 g), 2,6-lutidine (0.18 mL), tert-butyl(dimethyl)silyl trifluoromethanesulfonate (0.36 mL) and tetrahydrofuran (5 mL) was stirred at room temperature for 24 hr. The reaction mixture was added to 1 M hydrochloric acid, and the mixture was extracted with ethyl acetate. The organic layer was washed with saturated sodium hydrogen car... Starting materials: CNC(=O)C1=C(SC(=C1[N+](=O)[O-])Cl)Cl (2,5-dichloro-4-nitro-thiophene-3-carboxylic acid methylamide), [H][H] (hydrogen). The reagents and catalysts are [Ni] (Ni). Solvent: C(C)O (ethanol). The product is CNC(=O)C1=C(SC(=C1N)Cl)Cl (4-amino-2,5-dichloro-thiophene-3-carboxylic acid methylamide). Yield: 102.3%. As a reaction SMILES: [CH3:1][NH:2][C:3]([C:5]1[C:9]([N+:10]([O-])=O)=[C:8]([Cl:13])[S:7][C:6]=1[Cl:14])=[O:4].[H][H]>C(O)C.[Ni]>[CH3:1][NH:2][C:3]([C:5]1[C:9]([NH2:10])=[C:8]([Cl:13])[S:7][C:6]=1[Cl:14])=[O:4]. Reported procedure: A mixture of 2,5-dichloro-4-nitro-thiophene-3-carboxylic acid methylamide (565 mg) and Raney Ni (50 mg) in ethanol was stirred under 1 atm hydrogen for 5 hours. The reaction mixture was filtered and concentrated to afford 510 mg of 4-amino-2,5-dichloro-thiophene-3-carboxylic acid methylamide: 1H NMR (300 MHz, CDCl3) δ 3.8-3.6 (bs, 3H), 3.0 (d, 3H). Reactants: C(C1=CC=CC=C1)N1CCN(CC1)C=1N=CC2=C(N1)N(C=C(C2=O)C(=O)OCC)CC (2-(4'-benzyl-piperazino)-5-oxo-6-carbethoxy-8-ethyl-5,8-dihydro-pyrido(2,3-d)pyrimidine), [OH-].[Na+] (sodium hydroxide). Product: C(C1=CC=CC=C1)N1CCN(CC1)C=1N=CC2=C(N1)N(C=C(C2=O)C(=O)O)CC (2-(4'-benzyl-piperazino)-5-oxo-8-ethyl-5,8-dihydro-pyrido(2,3-d)pyrimidine-6-carboxylic acid). As a reaction SMILES: [CH2:1]([N:8]1[CH2:13][CH2:12][N:11]([C:14]2[N:15]=[CH:16][C:17]3[C:23](=[O:24])[C:22]([C:25]([O:27]CC)=[O:26])=[CH:21][N:20]([CH2:30][CH3:31])[C:18]=3[N:19]=2)[CH2:10][CH2:9]1)[C:2]1[CH:7]=[CH:6][CH:5]=[CH:4][CH:3]=1.[OH-].[Na+]>>[CH2:1]([N:8]1[CH2:9][CH2:10][N:11]([C:14]2[N:15]=[CH:16][C:17]3[C:23](=[O:24])[C:22]([C:25]([OH:27])=[O:26])=[CH:21][N:20]([CH2:30][CH3:31])[C:18]=3[N:19]=2)[CH2:12][CH2:13]1)[C:2]1[CH:7]=[CH:6][CH:5]=[CH:4][CH:3]=1 |f:1.2|. Procedure details: Saponification of 9.5 g. of this ester with an aqueous-alcoholic solution of sodium hydroxide (N NaOH, 15 cm3 + water, 30 cm3 + ethanol, 30 cm3) is complete in 1 hour at ordinary temperature. After acidification, the precipitate is filtered off and recrystallised from 160 cm3 of a mixture of dimethylformamide (1 volume) and ethanol (1 volume). 6.8 g. of 2-(4'-benzyl-piperazino)-5-oxo-8-ethyl-5,8-dihydro-pyrido(2,3-d)pyrimidine-6-carboxylic acid are obtained; melting point 207° C. The reactants are S(C)C ((CH3)2S), COS(=O)(=O)OC ((CH3)2SO4), C(C)[C@H]1CC=C(C(C1(C)C)=O)C ((+)-(5S)-5-Ethyl-2,6,6-trimethyl-2-cyclohexen-1-one), [H-].[Na+] (NaH). Run in C(C)(=O)OCC (ethyl acetate), O1CCCC1 (THF), O (water), CS(=O)C (DMSO), CS(=O)C (DMSO). Yields the product C(C)[C@H]1CC=C([C@]2(CO2)C1(C)C)C ((+)-(3R,7S)-7-ethyl-4,8,8-trimethyl-1-oxaspiro[2.5]oct-4-ene). Reaction SMILES: [CH3:1]OS(OC)(=O)=O.S(C)C.[H-].[Na+].[CH2:13]([C@@H:15]1[C:20]([CH3:22])([CH3:21])[C:19](=[O:23])[C:18]([CH3:24])=[CH:17][CH2:16]1)[CH3:14]>CS(C)=O.O.C(OCC)(=O)C.O1CCCC1>[CH2:13]([C@@H:15]1[C:20]([CH3:22])([CH3:21])[C@:19]2([O:23][CH2:1]2)[C:18]([CH3:24])=[CH:17][CH2:16]1)[CH3:14] |f:2.3|. Procedure: Prepared according to the method described, in a vessel equipped with a CO2 condenser and kept under N2, starting from 6.8 g (0.054 mmol) of (CH3)2SO4, 3.3 g of (CH3)2S, 6 ml of THF (tetrahydrofuran), 8 ml of DMSO and 1.7 g (0.054 mol) of 75% NaH in mineral oil. (+)-(5S)-5-Ethyl-2,6,6-trimethyl-2-cyclohexen-1-one (6.6 g, 0.033 mol, [α]20D =+82.4°) in 2 ml of DMSO was added at ~6°. The mixture was stirred over the week-end and then 21 ml of ethyl acetate were added, followed by 21 ml of water add... Starting materials: CC(=O)C1C(C=O)C1(C)C, CCO[PH](=O)OCC, CN(C)C=O, ClCCl, C1CCOC1, O. Yields the product CC(=O)C1C(C=C(Cl)Cl)C1(C)C. As a reaction SMILES: [C:12]([CH3:13])(=[O:14])[CH:15]1[CH:16]([CH:20]=[O:21])[C:17]1([CH3:18])[CH3:19].[CH2:1]([O:2][PH:3](=[O:4])[O:5][CH2:6][CH3:7])[CH3:8].[CH3:23][N:24]([CH3:25])[CH:26]=[O:27].[Cl:9][CH2:10][Cl:11].[O:28]1[CH2:29][CH2:30][CH2:31][CH2:32]1.[OH2:22]>>[Cl:9][C:10]([Cl:11])=[CH:20][CH:16]1[CH:15]([C:12]([CH3:13])=[O:14])[C:17]1([CH3:18])[CH3:19].